Dataset: the Open Reaction Database (ORD), a public repository of structured organic reaction records. Task: describe an organic reaction: reactants, conditions, products, and yield As a reaction SMILES: [CH2:24]1[O:25][CH2:26][CH2:27][CH2:28]1.[CH:14]([c:15]1[cH:16][c:17]([O:21][CH3:22])[cH:18][cH:19][cH:20]1)=[O:23].[H-:13].[Na+:12].[PH:1](=[O:2])([O-:6])[O:7][C:3]([C:4]#[N:5])([CH2:8][CH3:9])[CH2:10][CH3:11]>>[CH:3]([C:4]#[N:5])=[CH:14][c:15]1[cH:16][c:17]([O:21][CH3:22])[cH:18][cH:19][cH:20]1. Product: COc1cccc(C=CC#N)c1. The reactants are C1CCOC1, COc1cccc(C=O)c1, [H-], [Na+], CCC(C#N)(CC)O[PH](=O)[O-].